describe an organic reaction: reactants, conditions, products, and yield From a dataset of the Open Reaction Database (ORD), a public repository of structured organic reaction records. The reactants are C(C)OC(=C)C1=CN=C2C(=N1)N(N=N2)CC=2C=C1C=CC=NC1=CC2 (6-[6-(1-ethoxy-vinyl)-[1,2,3]triazolo[4,5-b]pyrazin-1-ylmethyl]-quinoline), Cl (HCl), C(=O)(O)[O-].[Na+] (NaHCO3). The solvent is C(C)#N (ACN). Product: N1=CC=CC2=CC(=CC=C12)CN1N=NC2=NC=C(N=C21)C(C)=O (1-(3-quinolin-6-ylmethyl-3H-[1,2,3]triazolo[4,5-b]pyrazin-5-yl)-ethanone). Yield: 104.1%. Reaction SMILES: C([O:3][C:4]([C:6]1[N:11]=[C:10]2[N:12]([CH2:15][C:16]3[CH:17]=[C:18]4[C:23](=[CH:24][CH:25]=3)[N:22]=[CH:21][CH:20]=[CH:19]4)[N:13]=[N:14][C:9]2=[N:8][CH:7]=1)=[CH2:5])C.Cl.C([O-])(O)=O.[Na+]>C(#N)C>[N:22]1[C:23]2[C:18](=[CH:17][C:16]([CH2:15][N:12]3[C:10]4[C:9](=[N:8][CH:7]=[C:6]([C:4](=[O:3])[CH3:5])[N:11]=4)[N:14]=[N:13]3)=[CH:25][CH:24]=2)[CH:19]=[CH:20][CH:21]=1 |f:2.3|. Reported procedure: To a solution of the 6-[6-(1-ethoxy-vinyl)-[1,2,3]triazolo[4,5-b]pyrazin-1-ylmethyl]-quinoline (1.0 g, 3.00 mmol) in ACN (50 mL), was added 2 N HCl dropwise. The reaction was refluxed for 1 hour, and then neutralized with NaHCO3. The solution was extracted with EtOAc (3×100 mL) to give the product 1-(3-quinolin-6-ylmethyl-3H-[1,2,3]triazolo[4,5-b]pyrazin-5-yl)-ethanone (950 mg, 99% yield). Reactants: COC(C(C1=C(C(=C(C(=C1F)F)OCCOC1=CC2=CC=CC=C2C=C1)F)F)=O)=O (2,3,5,6-tetrafluoro-4-[2-(2-naphthalenyloxy)ethoxy]-alpha-oxobenzeneacetic acid methyl ester), [OH-].[Na+] (sodium hydroxide). The solvent is CO (methanol), O1CCCC1 (tetrahydrofuran), O (water). The product is FC1=C(C(=C(C(=C1F)OCCOC1=CC2=CC=CC=C2C=C1)F)F)C(C(=O)O)=O (2,3,5,6-tetrafluoro-4-[2-(2-naphthalenyloxy)ethoxy]-alpha-oxobenzeneacetic acid). Isolated yield 38.3%. As a reaction SMILES: C[O:2][C:3](=[O:30])[C:4](=[O:29])[C:5]1[C:10]([F:11])=[C:9]([F:12])[C:8]([O:13][CH2:14][CH2:15][O:16][C:17]2[CH:26]=[CH:25][C:24]3[C:19](=[CH:20][CH:21]=[CH:22][CH:23]=3)[CH:18]=2)=[C:7]([F:27])[C:6]=1[F:28].[OH-].[Na+]>CO.O1CCCC1.O>[F:11][C:10]1[C:9]([F:12])=[C:8]([O:13][CH2:14][CH2:15][O:16][C:17]2[CH:26]=[CH:25][C:24]3[C:19](=[CH:20][CH:21]=[CH:22][CH:23]=3)[CH:18]=2)[C:7]([F:27])=[C:6]([F:28])[C:5]=1[C:4](=[O:29])[C:3]([OH:30])=[O:2] |f:1.2|. Procedure: A solution of 2,3,5,6-tetrafluoro-4-[2-(2-naphthalenyloxy)ethoxy]-alpha-oxobenzeneacetic acid methyl ester (0.5 g) in warm methanol (10 mL) and tetrahydrofuran (10 mL) was treated with 1N sodium hydroxide (2 mL) and after 10 minutes the mixture was diluted with water and concentrated to remove the organic solvents. The residue was acidified with excess hydrochloric acid and extracted with dichloromethane containing a little tetrahydrofuran. The organic layer was washed with water, dried (Na2SO4)... Reaction conditions: temperature 50 celsius, time 1 hour. Yields the product C1(CCC1)C(CC(=O)O)NC1=NC(=NC=C1F)C1=CNC2=NC=C(C=C21)F ((+/−)-3-cyclobutyl-3-((5-fluoro-2-(5-fluoro-1H-pyrrolo[2,3-b]pyridin-3-yl)pyrimidin-4-yl)amino)propanoic acid). Reported procedure: To a racemic solution of methyl 3-cyclobutyl-3-((5-fluoro-2-(5-fluoro-1H-pyrrolo[2,3-b]pyridin-3-yl)pyrimidin-4-yl)amino)propanoate (0.042 g, 0.109 mmol) in THF (1.5 mL) and MeOH (0.5 mL) was added NaOH (0.300 mL of 2 M solution, 0.600 mmol) and the reaction mixture was warmed to 50° C. After stirring the reaction mixture for 1 hour, the mixture was diluted with aqueous saturated NH4Cl solution and EtOAc. The organic layer was dried (MgSO4), filtered and evaporated to dryness to afford 36 mg of ... The yield is 88.5%. As a reaction SMILES: [CH:1]1([CH:5]([NH:11][C:12]2[C:17]([F:18])=[CH:16][N:15]=[C:14]([C:19]3[C:27]4[C:22](=[N:23][CH:24]=[C:25]([F:28])[CH:26]=4)[NH:21][CH:20]=3)[N:13]=2)[CH2:6][C:7]([O:9]C)=[O:8])[CH2:4][CH2:3][CH2:2]1.[OH-].[Na+]>C1COCC1.CO.[NH4+].[Cl-].CCOC(C)=O>[CH:1]1([CH:5]([NH:11][C:12]2[C:17]([F:18])=[CH:16][N:15]=[C:14]([C:19]3[C:27]4[C:22](=[N:23][CH:24]=[C:25]([F:28])[CH:26]=4)[NH:21][CH:20]=3)[N:13]=2)[CH2:6][C:7]([OH:9])=[O:8])[CH2:4][CH2:3][CH2:2]1 |f:1.2,5.6|. Solvent: C1CCOC1 (THF), CO (MeOH), [NH4+].[Cl-] (NH4Cl), CCOC(=O)C (EtOAc). The reactants are C1(CCC1)C(CC(=O)OC)NC1=NC(=NC=C1F)C1=CNC2=NC=C(C=C21)F (methyl 3-cyclobutyl-3-((5-fluoro-2-(5-fluoro-1H-pyrrolo[2,3-b]pyridin-3-yl)pyrimidin-4-yl)amino)propanoate), [OH-].[Na+] (NaOH). Reactants: ClC=1N=C(C2=C(N1)C(CC2)C2=CC=C(C=C2)F)N2CC(CC2)(O)C(F)(F)F (1-(2-chloro-7-(4-fluorophenyl)-6,7-dihydro-5H-cyclopenta[d]pyrimidin-4-yl)-3-(trifluoromethyl)pyrrolidin-3-ol), ClC=1N=CN(C1)C1=C(C=C(N)C=C1)OC (4-(4-chloro-1H-imidazol-1-yl)-3-methoxyaniline). Yields the product ClC=1N=CN(C1)C1=C(C=C(C=C1)NC=1N=C(C2=C(N1)C(CC2)C2=CC=C(C=C2)F)N2CC(CC2)(O)C(F)(F)F)OC (1-(2-(4-(4-chloro-1H-imidazol-1-yl)-3-methoxyphenylamino)-7-(4-fluorophenyl)-6,7-dihydro-5H-cyclopenta[d]pyrimidin-4-yl)-3-(trifluoromethyl)pyrrolidin-3-ol), C(=O)(C(F)(F)F)O (TFA). As a reaction SMILES: Cl[C:2]1[N:3]=[C:4]([N:18]2[CH2:22][CH2:21][C:20]([C:24]([F:27])([F:26])[F:25])([OH:23])[CH2:19]2)[C:5]2[CH2:10][CH2:9][CH:8]([C:11]3[CH:16]=[CH:15][C:14]([F:17])=[CH:13][CH:12]=3)[C:6]=2[N:7]=1.[Cl:28][C:29]1[N:30]=[CH:31][N:32]([C:34]2[CH:40]=[CH:39][C:37]([NH2:38])=[CH:36][C:35]=2[O:41][CH3:42])[CH:33]=1>>[Cl:28][C:29]1[N:30]=[CH:31][N:32]([C:34]2[CH:40]=[CH:39][C:37]([NH:38][C:2]3[N:3]=[C:4]([N:18]4[CH2:22][CH2:21][C:20]([C:24]([F:26])([F:27])[F:25])([OH:23])[CH2:19]4)[C:5]4[CH2:10][CH2:9][CH:8]([C:11]5[CH:16]=[CH:15][C:14]([F:17])=[CH:13][CH:12]=5)[C:6]=4[N:7]=3)=[CH:36][C:35]=2[O:41][CH3:42])[CH:33]=1.[C:20]([OH:41])([C:24]([F:27])([F:26])[F:25])=[O:23]. Reported procedure: 1-(2-chloro-7-(4-fluorophenyl)-6,7-dihydro-5H-cyclopenta[d]pyrimidin-4-yl)-3-(trifluoromethyl)pyrrolidin-3-ol (Preparation Hi) (245 mg, 0.610 mmol) and 4-(4-chloro-1H-imidazol-1-yl)-3-methoxyaniline (Preparation A) (177 mg, 0.793 mmol) were combined and purified as per Example 16 to give 1-(2-(4-(4-chloro-1H-imidazol-1-yl)-3-methoxyphenylamino)-7-(4-fluorophenyl)-6,7-dihydro-5H-cyclopenta[d]pyrimidin-4-yl)-3-(trifluoromethyl)pyrrolidin-3-ol, TFA (first to elute, diastereomer A) (51.4 mg, 0.073 m... RXN SMILES: Br[C:2]1[CH:3]=[N:4][C:5]([O:8][CH2:9][CH:10]2[CH2:12][CH2:11]2)=[N:6][CH:7]=1.[O:13]1[C:17]2[CH:18]=[C:19]([O:22][CH2:23][C@@H:24]([NH:26][C:27](=[O:29])[CH3:28])[CH3:25])[CH:20]=[CH:21][C:16]=2[N:15]=[CH:14]1>>[CH:10]1([CH2:9][O:8][C:5]2[N:4]=[CH:3][C:2]([C:14]3[O:13][C:17]4[CH:18]=[C:19]([O:22][CH2:23][C@@H:24]([NH:26][C:27](=[O:29])[CH3:28])[CH3:25])[CH:20]=[CH:21][C:16]=4[N:15]=3)=[CH:7][N:6]=2)[CH2:12][CH2:11]1. Reported procedure: Using 5-bromo-2-(cyclopropylmethoxy)pyrimidine and N-((2S)-1-(1,3-benzoxazol-6-yloxy)propan-2-yl)acetamide, and in the same manner as in Step B of Example 22, the title compound was obtained. Yields the product C1(CC1)COC1=NC=C(C=N1)C=1OC2=C(N1)C=CC(=C2)OC[C@H](C)NC(C)=O (N-((2S)-1-((2-(2-(cyclopropylmethoxy)pyrimidin-5-yl)-1,3-benzoxazol-6-yl)oxy)propan-2-yl)acetamide). Starting materials: BrC=1C=NC(=NC1)OCC1CC1 (5-bromo-2-(cyclopropylmethoxy)pyrimidine), O1C=NC2=C1C=C(C=C2)OC[C@H](C)NC(C)=O (N-((2S)-1-(1,3-benzoxazol-6-yloxy)propan-2-yl)acetamide). The reactants are BrCC(=O)Br (bromoacetyl bromide), ice, NC1=CC=C(C=C1C(C(F)(F)F)(C#CC(C)C)O)Cl (6-amino-3-chloro-α-(isopropylethynyl)-α-(trifluoromethyl)benzyl alcohol), N1=CC=CC=C1 (pyridine), [H-].[Na+] (sodium hydride). Run in CCOCC (ether), CCOCC (ether). Run at time 30 minute. Product: ClC=1C=CC2=C(C(OCC(N2)=O)(C(F)(F)F)C#CC(C)C)C1 (7-Chloro-1,5-dihydro-5-(isopropylethynyl)-5-(trifluoromethyl)-4,1-benzoxazepin-2(3H)-one). Yield: 62.8%. RXN SMILES: [NH2:1][C:2]1[C:7]([C:8]([OH:18])([C:13]#[C:14][CH:15]([CH3:17])[CH3:16])[C:9]([F:12])([F:11])[F:10])=[CH:6][C:5]([Cl:19])=[CH:4][CH:3]=1.N1C=CC=CC=1.Br[CH2:27][C:28](Br)=[O:29].[H-].[Na+]>CCOCC>[Cl:19][C:5]1[CH:4]=[CH:3][C:2]2[NH:1][C:28](=[O:29])[CH2:27][O:18][C:8]([C:13]#[C:14][CH:15]([CH3:16])[CH3:17])([C:9]([F:10])([F:11])[F:12])[C:7]=2[CH:6]=1 |f:3.4|. Procedure details: To a stirred ice-cooled solution of 4.37 g (15 mmol) of 6-amino-3-chloro-α-(isopropylethynyl)-α-(trifluoromethyl)benzyl alcohol in 200 mL of dry ether was added 2.4 mL of dry pyridine and, quickly dropwise, 1.40 mL (16 mmol) of bromoacetyl bromide. After 30 min, the reaction mixture was diluted with ether, washed with water and aqueous sodium bicarbonate, dried and evaporated. The residue was dissolved in 150 mL of dry DMF and was treated at 0° with 400 mg of 100% sodium hydride (16.7 mmol) for ...